This data is from the Open Reaction Database (ORD), a public repository of structured organic reaction records. The task is: describe an organic reaction: reactants, conditions, products, and yield The reactants are C1(=CC=C(C=C1)S(=O)(=O)O)C (p-toluene-sulfonic acid), CC(=C)C1=CC=CC=C1 (α-methylstyrene), C1(=CC=C(C=C1)NC(=O)N)C (N-(p-tolyl)urea), C(C)#N (acetonitrile). Run in CCCCCC (hexane). Conditions: temperature 55 celsius, time 1 minute. Yields the product C1(=CC=CC=C1)N(C(=O)N)C(C)C (phenylisopropylurea), CC(C1=CC=CC=C1)(C)NC(=O)NC1=CC=C(C=C1)C (N-(α,α,-dimethylbenzyl)-N'-(p-tolyl)urea). As a reaction SMILES: [C:1]1([CH3:11])[CH:6]=[CH:5][C:4]([NH:7][C:8]([NH2:10])=[O:9])=[CH:3][CH:2]=1.C(#N)C.[C:15]1(C)[CH:20]=CC(S(O)(=O)=O)=C[CH:16]=1.[CH3:26][C:27]([C:29]1[CH:34]=[CH:33][CH:32]=[CH:31][CH:30]=1)=[CH2:28]>CCCCCC>[C:4]1([N:7]([CH:15]([CH3:20])[CH3:16])[C:8]([NH2:10])=[O:9])[CH:3]=[CH:2][CH:1]=[CH:6][CH:5]=1.[CH3:26][C:27]([NH:10][C:8]([NH:7][C:4]1[CH:5]=[CH:6][C:1]([CH3:11])=[CH:2][CH:3]=1)=[O:9])([CH3:28])[C:29]1[CH:34]=[CH:33][CH:32]=[CH:31][CH:30]=1. Procedure details: A phenylisopropylurea derivative was prepared in accordance with the method of Example 1, as follows: 1.5 parts of N-(p-tolyl)urea was suspended in 3.93 parts of acetonitrile at 55°, and 0.3 parts of p-toluene-sulfonic acid was added. After 1 minute, 4.7 parts of α-methylstyrene were added. The reactants were stirred at 55° C. for 18 hours. After cooling to ambient temperature, 60 parts of hexane was added and the precipitated solid collected, washed with hexane and recrystallized from methylene... Starting materials: CN(Cc1nc(-c2ncn3c2C2CCN2C(=O)c2cc(F)ccc2-3)no1)C(=O)OC(C)(C)C, O=C(O)C(F)(F)F. Yields the product CNCc1nc(-c2ncn3c2C2CCN2C(=O)c2cc(F)ccc2-3)no1. As a reaction SMILES: [F:1][c:2]1[cH:3][cH:4][c:5]2[c:6]([cH:33]1)[C:7](=[O:32])[N:8]1[CH:9]([c:10]3[n:11]-2[cH:12][n:13][c:14]3-[c:15]2[n:16][o:17][c:18]([CH2:20][N:21]([CH3:22])[C:23]([O:24][C:25]([CH3:26])([CH3:27])[CH3:28])=[O:29])[n:19]2)[CH2:30][CH2:31]1.[OH:34][C:35]([C:36]([F:37])([F:38])[F:39])=[O:40]>>[F:1][c:2]1[cH:3][cH:4][c:5]2[c:6]([cH:33]1)[C:7](=[O:32])[N:8]1[CH:9]([c:10]3[n:11]-2[cH:12][n:13][c:14]3-[c:15]2[n:16][o:17][c:18]([CH2:20][NH:21][CH3:22])[n:19]2)[CH2:30][CH2:31]1. The reactants are CCNC(=O)Nc1ncnc2c1ncn2C1OC(CO)C2OC(C=Cc3ccccc3)OC21, COC(=O)C=P(c1ccccc1)(c1ccccc1)c1ccccc1, CC#N, CCOC(C)=O. The product is CCNC(=O)Nc1ncnc2c1ncn2C1OC(C=CC(=O)OC)C2OC(C=Cc3ccccc3)OC21. As a reaction SMILES: [CH2:1]([CH3:2])[NH:3][C:4](=[O:5])[NH:6][c:7]1[c:8]2[n:9][cH:10][n:11]([CH:16]3[O:17][CH:18]([CH2:32][OH:33])[CH:19]4[O:20][CH:21]([CH:24]=[CH:25][c:26]5[cH:27][cH:28][cH:29][cH:30][cH:31]5)[O:22][CH:23]34)[c:12]2[n:13][cH:14][n:15]1.[CH3:34][O:35][C:36](=[O:37])[CH:38]=[P:39]([c:40]1[cH:41][cH:42][cH:43][cH:44][cH:45]1)([c:46]1[cH:47][cH:48][cH:49][cH:50][cH:51]1)[c:52]1[cH:53][cH:54][cH:55][cH:56][cH:57]1.[CH3:58][C:59]#[N:60].[CH3:61][CH2:62][O:63][C:64](=[O:65])[CH3:66]>>[CH2:1]([CH3:2])[NH:3][C:4](=[O:5])[NH:6][c:7]1[c:8]2[n:9][cH:10][n:11]([CH:16]3[O:17][CH:18]([CH:32]=[CH:38][C:36]([O:35][CH3:34])=[O:37])[CH:19]4[O:20][CH:21]([CH:24]=[CH:25][c:26]5[cH:27][cH:28][cH:29][cH:30][cH:31]5)[O:22][CH:23]34)[c:12]2[n:13][cH:14][n:15]1. Starting materials: O (water), ClC=1C=CC2=C(NC(CCC2=O)=O)C1 (8-chloro-3,4-dihydro-1H-benzo[b]azepine-2,5-dione), C1(CCCCC1)N(N)C1=CC=C(C(=O)OCC)C=C1 (ethyl 4-(N-cyclohexylhydrazino)benzoate), S(O)(O)(=O)=O (sulfuric acid). Run in C(C)(=O)O (acetic acid). Conditions: temperature 85 celsius, time 1 hour. The product is ClC=1C=CC2=C(NC(CC3=C2N(C2=CC=C(C=C32)C(=O)OCC)C3CCCCC3)=O)C1 (ethyl 3-chloro-12-cyclohexyl-6-oxo-5,6,7,12-tetrahydrobenzo[2,3]azepino[4,5-b]indole-9-carboxylate). Isolated yield 51.0%. As a reaction SMILES: [Cl:1][C:2]1[CH:3]=[CH:4][C:5]2[C:11](=O)[CH2:10][CH2:9][C:8](=[O:13])[NH:7][C:6]=2[CH:14]=1.[CH:15]1([N:21]([C:23]2[CH:33]=[CH:32][C:26]([C:27]([O:29][CH2:30][CH3:31])=[O:28])=[CH:25][CH:24]=2)N)[CH2:20][CH2:19][CH2:18][CH2:17][CH2:16]1.S(=O)(=O)(O)O.O>C(O)(=O)C>[Cl:1][C:2]1[CH:3]=[CH:4][C:5]2[C:11]3[N:21]([CH:15]4[CH2:20][CH2:19][CH2:18][CH2:17][CH2:16]4)[C:23]4[C:24]([C:10]=3[CH2:9][C:8](=[O:13])[NH:7][C:6]=2[CH:14]=1)=[CH:25][C:26]([C:27]([O:29][CH2:30][CH3:31])=[O:28])=[CH:32][CH:33]=4. Reported procedure: A mixture of 8-chloro-3,4-dihydro-1H-benzo[b]azepine-2,5-dione (1.18 g, 5.65 mmol) and ethyl 4-(N-cyclohexylhydrazino)benzoate (1.14 g, 4.35 mmol) in acetic acid (11 ml) was stirred at 85° C. for 1 hr. The reaction mixture was allowed to cool to room temperature, and conc. sulfuric acid (0.55 ml) was added to the reaction mixture. The mixture was stirred at 85° C. for 3 hr. The mixture was allowed to cool, and the reaction mixture was poured into water (230 ml) and extracted with a mixed solvent... The reactants are CC(=O)O[BH-](OC(C)=O)OC(C)=O, CC(=O)O, ClCCl, O=Cc1ccc(OCCCN2CCCCC2)cc1, Nc1ccccn1, [Na+], [Na+], [OH-]. Yields the product c1ccc(NCc2ccc(OCCCN3CCCCC3)cc2)nc1. As a reaction SMILES: [C:26]([O:27][BH-:28]([O:29][C:30](=[O:31])[CH3:32])[O:33][C:34](=[O:35])[CH3:36])(=[O:37])[CH3:38].[CH3:45][C:46](=[O:47])[OH:48].[Cl:42][CH2:43][Cl:44].[N:1]1([CH2:7][CH2:8][CH2:9][O:10][c:11]2[cH:12][cH:13][c:14]([CH:15]=[O:16])[cH:17][cH:18]2)[CH2:2][CH2:3][CH2:4][CH2:5][CH2:6]1.[NH2:19][c:20]1[n:21][cH:22][cH:23][cH:24][cH:25]1.[Na+:39].[Na+:41].[OH-:40]>>[N:1]1([CH2:7][CH2:8][CH2:9][O:10][c:11]2[cH:12][cH:13][c:14]([CH2:15][NH:19][c:20]3[n:21][cH:22][cH:23][cH:24][cH:25]3)[cH:17][cH:18]2)[CH2:2][CH2:3][CH2:4][CH2:5][CH2:6]1.